From a dataset of the Open Reaction Database (ORD), a public repository of structured organic reaction records. describe an organic reaction: reactants, conditions, products, and yield Starting materials: COC(=O)C1N(CC(C1)NCC1=CC=CC=C1)C(=O)OC(C)(C)C (4-[(benzylamino)]-pyrrolidine-1,2-dicarboxylic acid 1-tert-butyl ester 2-methyl ester), C(=O)(OCC(Cl)(Cl)Cl)Cl (TrocCl). Solvent: C(Cl)Cl (DCM). Run at time 8 hour. Yields the product COC(=O)C1N(CC(C1)N(C(=O)OCC(Cl)(Cl)Cl)CC1=CC=CC=C1)C(=O)OC(C)(C)C (4-[(benzyl)-(2,2,2-trichloro-ethoxycarbonyl)-amino]-pyrrolidine-1,2-dicarboxylicacid 1-tert-butyl ester 2-methyl ester). As a reaction SMILES: [CH3:1][O:2][C:3]([CH:5]1[CH2:9][CH:8]([NH:10][CH2:11][C:12]2[CH:17]=[CH:16][CH:15]=[CH:14][CH:13]=2)[CH2:7][N:6]1[C:18]([O:20][C:21]([CH3:24])([CH3:23])[CH3:22])=[O:19])=[O:4].[C:25](Cl)([O:27][CH2:28][C:29]([Cl:32])([Cl:31])[Cl:30])=[O:26]>C(Cl)Cl>[CH3:1][O:2][C:3]([CH:5]1[CH2:9][CH:8]([N:10]([CH2:11][C:12]2[CH:17]=[CH:16][CH:15]=[CH:14][CH:13]=2)[C:25]([O:27][CH2:28][C:29]([Cl:32])([Cl:31])[Cl:30])=[O:26])[CH2:7][N:6]1[C:18]([O:20][C:21]([CH3:24])([CH3:23])[CH3:22])=[O:19])=[O:4]. Procedure details: To a solution of a corresponding 4-[(benzylamino)]-pyrrolidine-1,2-dicarboxylic acid 1-tert-butyl ester 2-methyl ester in DCM, cooled to 0 degree is added TrocCl and TEA. The mixture is stirred overnight, washed with Na2CO3, brine, dried and concentrated in vacuo to give 4-[(benzyl)-(2,2,2-trichloro-ethoxycarbonyl)-amino]-pyrrolidine-1,2-dicarboxylicacid 1-tert-butyl ester 2-methyl ester (19). Starting materials: O1C(CCC1)C(=O)O (tetrahydro-2-furoic acid), C(Cl)Cl (DCM), N1(CCNCC1)C(=O)[C@@H]1CC[C@H](CC1)CN1C(NC2=CC=CC=C2C1=O)=O (3-[trans-4-(piperazine-1-carbonyl)-cyclohexylmethyl]-1H-quinazoline-2,4-dione). Conditions: time 6 hour. Yields the product O1C(CCC1)C(=O)N1CCN(CC1)C(=O)C1CCC(CC1)CN1C(NC2=CC=CC=C2C1=O)=O (3-{4-[4-(Tetrahydro-furan-2-carbonyl)-piperazine-1-carbonyl]-cyclohexyl methyl}-1H-quinazoline-2,4-dione). Yield: 55.3%. Reaction SMILES: [O:1]1[CH2:5][CH2:4][CH2:3][CH:2]1[C:6]([OH:8])=O.C(Cl)Cl.[N:12]1([C:18]([C@H:20]2[CH2:25][CH2:24][C@H:23]([CH2:26][N:27]3[C:36](=[O:37])[C:35]4[C:30](=[CH:31][CH:32]=[CH:33][CH:34]=4)[NH:29][C:28]3=[O:38])[CH2:22][CH2:21]2)=[O:19])[CH2:17][CH2:16][NH:15][CH2:14][CH2:13]1>>[O:1]1[CH2:5][CH2:4][CH2:3][CH:2]1[C:6]([N:15]1[CH2:16][CH2:17][N:12]([C:18]([CH:20]2[CH2:25][CH2:24][CH:23]([CH2:26][N:27]3[C:36](=[O:37])[C:35]4[C:30](=[CH:31][CH:32]=[CH:33][CH:34]=4)[NH:29][C:28]3=[O:38])[CH2:22][CH2:21]2)=[O:19])[CH2:13][CH2:14]1)=[O:8]. Procedure details: To a suspension of tetrahydro-2-furoic acid (38 mg, 0.32 mmol) in DCM (3 mL) 1,1-carbonyldiimidazole (52 mg, 0.32 mmol) was added and the mixture was stirred for 6 hours at room temperature. Then 3-[trans-4-(piperazine-1-carbonyl)-cyclohexylmethyl]-1H-quinazoline-2,4-dione (100 mg, 0.27 mmol) was added and the reaction left stirring for 18 hours. The mixture was washed with 0.4 M Na2CO3 solution and the organic phase collected and concentrated under reduced pressure. The crude was purified by si... Starting materials: ClCc1ccccc1, CO, [Na], O, Sc1nc2cnccc2[nH]1. Yields the product c1ccc(CSc2nc3cnccc3[nH]2)cc1. As a reaction SMILES: [CH2:12]([c:13]1[cH:14][cH:15][cH:16][cH:17][cH:18]1)[Cl:19].[CH3:21][OH:22].[Na:1].[OH2:20].[SH:2][c:3]1[nH:4][c:5]2[c:6]([cH:7][n:8][cH:9][cH:10]2)[n:11]1>>[S:2]([c:3]1[nH:4][c:5]2[c:6]([cH:7][n:8][cH:9][cH:10]2)[n:11]1)[CH2:12][c:13]1[cH:14][cH:15][cH:16][cH:17][cH:18]1. The reactants are C(C)(C)(C)OC(=O)N[C@@H](CC[C@](CC1=CC=C(C=C1)[N+](=O)[O-])(C(=O)OCC1=CC=CC=C1)C(=O)OC(C)(C)C)C(=O)OC(C)(C)C (4-benzyl 1,4-di-tert-butyl (1S,4S)-1-[(tert-butoxycarbonyl)amino]-5-(4-nitrophenyl)-pentane-1,4,4-tricarboxylate). The reagents and catalysts are [Pd] (Palladium). The solvent is CO (methanol). Conditions: time 12 hour. Product: NC1=CC=C(CC(C(=O)O)(CC[C@@H](C(=O)OC(C)(C)C)NC(=O)OC(C)(C)C)C(=O)OC(C)(C)C)C=C1 ((5S)-2-(4-aminobenzyl)-6-tert-butoxy-2-(tert-butoxycarbonyl)-5-[(tert-butoxycarbonyl)amino]-6-oxohexanoic acid). As a reaction SMILES: [C:1]([O:5][C:6]([NH:8][C@H:9]([C:40]([O:42][C:43]([CH3:46])([CH3:45])[CH3:44])=[O:41])[CH2:10][CH2:11][C@@:12]([C:33]([O:35][C:36]([CH3:39])([CH3:38])[CH3:37])=[O:34])([C:23]([O:25]CC1C=CC=CC=1)=[O:24])[CH2:13][C:14]1[CH:19]=[CH:18][C:17]([N+:20]([O-])=O)=[CH:16][CH:15]=1)=[O:7])([CH3:4])([CH3:3])[CH3:2]>CO.[Pd]>[NH2:20][C:17]1[CH:16]=[CH:15][C:14]([CH2:13][C:12]([C:33]([O:35][C:36]([CH3:39])([CH3:38])[CH3:37])=[O:34])([CH2:11][CH2:10][C@H:9]([NH:8][C:6]([O:5][C:1]([CH3:4])([CH3:2])[CH3:3])=[O:7])[C:40]([O:42][C:43]([CH3:44])([CH3:45])[CH3:46])=[O:41])[C:23]([OH:25])=[O:24])=[CH:19][CH:18]=1. Reported procedure: 4-benzyl 1,4-di-tert-butyl (1S,4S)-1-[(tert-butoxycarbonyl)amino]-5-(4-nitrophenyl)-pentane-1,4,4-tricarboxylate (1.04 g, 1.618 mmol) were dissolved in methanol (20 ml). Palladium (10% on charcoal) (52 mg) was added and the suspension was shaken under a hydrogen atmosphere for 12 h. The catalyst was filtered off, the residue was concentrated in vacuo, and the product was obtained as white foam (864 mg, quant.). Reactants: CCOC(=O)CCCOc1cccc(C)c1C, CC#N, [Cu+2], [K+], [K+], O, O, O, O, O, O, O=S(=O)([O-])OOS(=O)(=O)[O-], O=S(=O)([O-])[O-]. Product: CCOC(=O)CCCOc1cccc(C)c1C=O. RXN SMILES: [CH2:13]([CH3:14])[O:15][C:16]([CH2:17][CH2:18][CH2:19][O:20][c:21]1[c:22]([CH3:28])[c:23]([CH3:27])[cH:24][cH:25][cH:26]1)=[O:29].[CH3:31][C:32]#[N:33].[Cu+2:44].[K+:11].[K+:12].[OH2:30].[OH2:34].[OH2:35].[OH2:36].[OH2:37].[OH2:38].[S:1](=[O:2])([O:3][O:4][S:5]([O-:6])(=[O:7])=[O:8])([O-:9])=[O:10].[S:39]([O-:40])([O-:41])(=[O:42])=[O:43]>>[O:2]=[CH:28][c:22]1[c:21]([O:20][CH2:19][CH2:18][CH2:17][C:16]([O:15][CH2:13][CH3:14])=[O:29])[cH:26][cH:25][cH:24][c:23]1[CH3:27]. The reactants are BrCCCC(=O)OCC (ethyl 4-bromobutyrate), OC(CNCCC1=CC=C(C=C1)O)COC1=CC=CC=C1 (p-[2-[[(RS)-2-hydroxy-3-phenoxypropyl]-amino]ethyl]phenol), potassium t-butylate. Solvent: CS(=O)C (dimethylsulfoxide). Reaction conditions: time 6 hour. The product is OC(CNCCC1=CC=C(OCCCC(=O)OCC)C=C1)COC1=CC=CC=C1 (ethyl 4-[p-[2-[[(RS)-2-hydroxy-3-phenoxypropyl]amino]ethyl]phenoxy]butyrate). As a reaction SMILES: Br[CH2:2][CH2:3][CH2:4][C:5]([O:7][CH2:8][CH3:9])=[O:6].[OH:10][CH:11]([CH2:23][O:24][C:25]1[CH:30]=[CH:29][CH:28]=[CH:27][CH:26]=1)[CH2:12][NH:13][CH2:14][CH2:15][C:16]1[CH:21]=[CH:20][C:19]([OH:22])=[CH:18][CH:17]=1>CS(C)=O>[OH:10][CH:11]([CH2:23][O:24][C:25]1[CH:30]=[CH:29][CH:28]=[CH:27][CH:26]=1)[CH2:12][NH:13][CH2:14][CH2:15][C:16]1[CH:21]=[CH:20][C:19]([O:22][CH2:2][CH2:3][CH2:4][C:5]([O:7][CH2:8][CH3:9])=[O:6])=[CH:18][CH:17]=1. Procedure details: 525 mg of ethyl 4-bromobutyrate were added to a solution of 574 mg of p-[2-[[(RS)-2-hydroxy-3-phenoxypropyl]-amino]ethyl]phenol and 300 mg of potassium t-butylate in 10 ml of dimethylsulfoxide and the mixture was stirred at room temperature under argon for 6 hours. The solvent was evaporated in vacuo and the residue was chromatographed on 75 g of silica gel. Utilizing chloroform/n-propanol/saturate ammonia (500:10:1), there were obtained 600 mg of pure, amorphous ethyl 4-[p-[2-[[(RS)-2-hydroxy-3... Reactants: O=C(COC12CC3CC(CC(C3)C1)C2)CC(=O)Nc1cccc(C(=O)OCc2ccccc2)c1, C1CCOC1, CC(=O)O, O=N[O-], [Na+], O. Product: O=C(COC12CC3CC(CC(C3)C1)C2)C(=NO)C(=O)Nc1cccc(C(=O)OCc2ccccc2)c1. RXN SMILES: [CH2:1]([c:2]1[cH:3][cH:4][cH:5][cH:6][cH:7]1)[O:8][C:9]([c:10]1[cH:11][cH:12][cH:13][c:14]([NH:16][C:17]([CH2:18][C:19]([CH2:20][O:21][C:22]23[CH2:23][CH:24]4[CH2:25][CH:26]([CH2:27][CH:28]([CH2:29]2)[CH2:30]4)[CH2:31]3)=[O:32])=[O:33])[cH:15]1)=[O:34].[CH2:44]1[O:45][CH2:46][CH2:47][CH2:48]1.[CH3:40][C:41](=[O:42])[OH:43].[N:36](=[O:37])[O-:38].[Na+:39].[OH2:35]>>[CH2:1]([c:2]1[cH:3][cH:4][cH:5][cH:6][cH:7]1)[O:8][C:9]([c:10]1[cH:11][cH:12][cH:13][c:14]([NH:16][C:17]([C:18]([C:19]([CH2:20][O:21][C:22]23[CH2:23][CH:24]4[CH2:25][CH:26]([CH2:27][CH:28]([CH2:29]2)[CH2:30]4)[CH2:31]3)=[O:32])=[N:36][OH:37])=[O:33])[cH:15]1)=[O:34]. Starting materials: [Al+3], C1CCOC1, CNC(=O)C(CC1CCC(C)CC1)NC(=O)OC(C)(C)C, [H-], [H-], [H-], [H-], [Li+], [Na+], [Na+], O, O, O, O, O, O, O, O, O, O, O=S(=O)([O-])[O-]. The product is CNCC(CC1CCC(C)CC1)NC(=O)OC(C)(C)C. RXN SMILES: [Al+3:23].[CH2:45]1[O:46][CH2:47][CH2:48][CH2:49]1.[CH3:1][NH:2][C:3]([CH:4]([CH2:5][CH:6]1[CH2:7][CH2:8][CH:9]([CH3:12])[CH2:10][CH2:11]1)[NH:13][C:14]([O:15][C:16]([CH3:17])([CH3:18])[CH3:19])=[O:20])=[O:21].[H-:22].[H-:25].[H-:26].[H-:27].[Li+:24].[Na+:43].[Na+:44].[OH2:28].[OH2:29].[OH2:30].[OH2:31].[OH2:32].[OH2:33].[OH2:34].[OH2:35].[OH2:36].[OH2:37].[S:38]([O-:39])([O-:40])(=[O:41])=[O:42]>>[CH3:1][NH:2][CH2:3][CH:4]([CH2:5][CH:6]1[CH2:7][CH2:8][CH:9]([CH3:12])[CH2:10][CH2:11]1)[NH:13][C:14]([O:15][C:16]([CH3:17])([CH3:18])[CH3:19])=[O:20].